The task is: describe an organic reaction: reactants, conditions, products, and yield. This data is from the Open Reaction Database (ORD), a public repository of structured organic reaction records. The reactants are C1(=CC=CC=C1)C1(CCOCC1)C(=O)OC (Methyl 4-phenyl-tetrahydro-2H-pyran-4-carboxylate), [OH-].[K+] (KOH). Run in CCO (EtOH), C(C)OCC (diethyl ether). The product is C1(=CC=CC=C1)C1(CCOCC1)C(=O)O (4-Phenyl-tetrahydro-2H-pyran-4-carboxylic acid). The yield is 80.3%. Reaction SMILES: [C:1]1([C:7]2([C:13]([O:15]C)=[O:14])[CH2:12][CH2:11][O:10][CH2:9][CH2:8]2)[CH:6]=[CH:5][CH:4]=[CH:3][CH:2]=1.[OH-].[K+]>CCO.C(OCC)C>[C:1]1([C:7]2([C:13]([OH:15])=[O:14])[CH2:8][CH2:9][O:10][CH2:11][CH2:12]2)[CH:2]=[CH:3][CH:4]=[CH:5][CH:6]=1 |f:1.2|. Procedure: Methyl 4-phenyl-tetrahydro-2H-pyran-4-carboxylate (15.4 g, 69.9 mmol) was dissolved in EtOH (100 mL). KOH (39.2 g, 699 mmol) was then added. The reaction mixture was then heated at reflux for 2 hours and then cooled to ambient temperature, diluted with 150 mL of diethyl ether, added to a separatory funnel, partitioned with water, washed 2 times with 50 mL of water, and separated. The aqueous layer was acidified to a pH of 2 with concentrated HCl and extracted with CHCl3 (3×100 mL), dried over Na... Reactants: Cl.NC=1SC=C(N1)CCl (2-amino-4-chloromethylthiazole hydrochloride), CN=C=O (methyl isocyanate), N1=CC=CC=C1 (pyridine), CN=C=O (methyl isocyanate), CN=C=O (methyl isocyanate), O (water). Run in CN(C=O)C (N,N-dimethylformamide). Run at temperature 50 celsius, time 4 hour. Yields the product CNC(NC=1SC=C(N1)CCl)=O (2-(3-methylureido)-4-chloromethylthiazole). Yield: 41.4%. RXN SMILES: Cl.[NH2:2][C:3]1[S:4][CH:5]=[C:6]([CH2:8][Cl:9])[N:7]=1.[CH3:10][N:11]=[C:12]=[O:13].N1C=CC=CC=1.O>CN(C)C=O>[CH3:10][NH:11][C:12](=[O:13])[NH:2][C:3]1[S:4][CH:5]=[C:6]([CH2:8][Cl:9])[N:7]=1 |f:0.1|. Reported procedure: To a solution of 2-amino-4-chloromethylthiazole hydrochloride (0.5 g) in N,N-dimethylformamide (5 ml) was added methyl isocyanate (0.17 g) in the presence of pyridine (0.24 ml). After 4 hours, methyl isocyanate (0.1 g) was further added. After 1 hour, methyl isocyanate (0.1 g) was added again and the reaction mixture was heated at 50° C. for 3.5 hours. The reaction mixture was then poured into water (20 ml) and extracted with ethyl acetate (30 ml×2). The organic layer was washed with a saturated... Starting materials: NC=1N=CN(C1C(=O)N)CC1=CC=C(C=C1)C(C)(C)C (4-amino-1-(4-t-butylbenzyl)-5-imidazolecarboxamide), FC1=CC=C(C(=O)Cl)C=C1 (4-fluorobenzoyl Chloride). Product: C(C)(C)(C)C1=CC=C(CN2C=NC(=C2C(=O)N)NC(C2=CC=C(C=C2)F)=O)C=C1 (1-(4-t-butylbenzyl)-4-(4-fluorobenzoylamino)-5-imidazolecarboxamide). Isolated yield 56.0%. As a reaction SMILES: [NH2:1][C:2]1[N:3]=[CH:4][N:5]([CH2:10][C:11]2[CH:16]=[CH:15][C:14]([C:17]([CH3:20])([CH3:19])[CH3:18])=[CH:13][CH:12]=2)[C:6]=1[C:7]([NH2:9])=[O:8].[F:21][C:22]1[CH:30]=[CH:29][C:25]([C:26](Cl)=[O:27])=[CH:24][CH:23]=1>>[C:17]([C:14]1[CH:15]=[CH:16][C:11]([CH2:10][N:5]2[C:6]([C:7]([NH2:9])=[O:8])=[C:2]([NH:1][C:26](=[O:27])[C:25]3[CH:29]=[CH:30][C:22]([F:21])=[CH:23][CH:24]=3)[N:3]=[CH:4]2)=[CH:12][CH:13]=1)([CH3:20])([CH3:19])[CH3:18]. Procedure: An amidation reaction and post-treatment were carried out under the same conditions as in Example 1, using 2.63 g (9.66 mmol) of 4-amino-1-(4-t-butylbenzyl)-5-imidazolecarboxamide which was prepared in the same manner as in Example 57 and 4-fluorobenzoyl Chloride instead of benzoyl chloride to obtain 2.13 g of 1-(4-t-butylbenzyl)-4-(4-fluorobenzoylamino)-5-imidazolecarboxamide (yield 56%). Reactants: [N+](=O)([O-])C(C(C)=O)=C1SCCCN1 (1-nitro-1-(tetrahydro-2H-1,3-thiazin-2-ylidene)-2-propanone), [H][H] (hydrogen), [H-].[Na+] (sodium hydride), C(C)(=O)Cl (acetyl chloride), 1A, C([O-])(O)=O.[Na+] (sodium bicarbonate). The solvent is CCOCC (ether), O1CCCC1 (tetrahydrofuran), O1CCCC1 (THF), C(C)(=O)OCC (ethyl acetate), C(Cl)(Cl)Cl (chloroform). The product is C(C)(=O)N1C(SCCC1)=C(C(C)=O)[N+](=O)[O-] (1-(3-acetyltetrahydro-2H-1,3-thiazin-2-ylidene)-1-nitro-2-propanone). Reaction SMILES: [N+:1]([C:4](=[C:8]1[NH:13][CH2:12][CH2:11][CH2:10][S:9]1)[C:5](=[O:7])[CH3:6])([O-:3])=[O:2].[H-].[Na+].[H][H].[C:18](Cl)(=[O:20])[CH3:19].C(=O)(O)[O-].[Na+]>O1CCCC1.C(OCC)(=O)C.CCOCC.C(Cl)(Cl)Cl>[C:18]([N:13]1[CH2:12][CH2:11][CH2:10][S:9][C:8]1=[C:4]([N+:1]([O-:3])=[O:2])[C:5](=[O:7])[CH3:6])(=[O:20])[CH3:19] |f:1.2,5.6|. Reported procedure: A solution of 20.2 g of 1-nitro-1-(tetrahydro-2H-1,3-thiazin-2-ylidene)-2-propanone (1A; Example 2, Ser. No. 547,417) in 200 ml of tetrahydrofuran (THF) was added dropwise to a stirred suspension of sodium hydride (4.65 g of 57% dispersion in mineral oil in 100 ml of THF), the mixture being maintained at about 0°. After the addition was complete, stirring at 0° was continued until hydrogen evolution ceased. The stirred mixture then was allowed to warm to room temperature and stirred overnight. T... Procedure details: To 5.87 g (18.38 mmol) 5-oxo-azepane-1,4-dicarboxylic acid 1-benzyl ester 4-ethyl ester in 3 mL acetic acid was added 1.53 g (18.38 mmol) 3-aminopyrazole and the reaction mixture was heated at 80° C. for 15 minutes. The resulting solid was collected by filtration and washed with TBME (3×10 mL) to give the desired product. Reaction conditions: temperature 80 celsius. RXN SMILES: C(O[C:4]([CH:6]1[C:12](=O)[CH2:11][CH2:10][N:9]([C:14]([O:16][CH2:17][C:18]2[CH:23]=[CH:22][CH:21]=[CH:20][CH:19]=2)=[O:15])[CH2:8][CH2:7]1)=[O:5])C.[NH2:24][C:25]1[CH:29]=[CH:28][NH:27][N:26]=1>C(O)(=O)C>[CH2:17]([O:16][C:14]([N:9]1[CH2:8][CH2:7][C:6]2=[C:4]([OH:5])[N:26]3[C:25]([N:24]=[C:12]2[CH2:11][CH2:10]1)=[CH:29][CH:28]=[N:27]3)=[O:15])[C:18]1[CH:19]=[CH:20][CH:21]=[CH:22][CH:23]=1. Yields the product C(C1=CC=CC=C1)OC(=O)N1CCC=2C(=C(N3N=CC=C3N2)O)CC1 (10-Hydroxy-5,6,8,9-tetrahydro-1,4,7,10a-tetraaza-cyclohepta[f]indene-7-carboxylic acid benzyl ester). Starting materials: C(C)OC(=O)C1CCN(CCC1=O)C(=O)OCC1=CC=CC=C1 (5-oxo-azepane-1,4-dicarboxylic acid 1-benzyl ester 4-ethyl ester), NC1=NNC=C1 (3-aminopyrazole). The solvent is C(C)(=O)O (acetic acid). Reactants: C(C1=CC=CC=C1)(=O)OCC(=S)N (2-benzoyloxythioacetamide), C(=O)C(C(=O)OCC)Cl (ethyl α-formyl-chloroacetate), ethyl β-formyl-chloroacetate. The solvent is ClC(C)Cl (dichloroethane). The product is C(C1=CC=CC=C1)(=O)OCC=1SC(=CN1)C(=O)OCC (ethyl 2-benzoyloxymethyl-thiazole-5-carboxylate). Yield: 91.7%. As a reaction SMILES: [C:1]([O:9][CH2:10][C:11]([NH2:13])=[S:12])(=[O:8])[C:2]1[CH:7]=[CH:6][CH:5]=[CH:4][CH:3]=1.[CH:14]([CH:16](Cl)[C:17]([O:19][CH2:20][CH3:21])=[O:18])=O>ClC(Cl)C>[C:1]([O:9][CH2:10][C:11]1[S:12][C:16]([C:17]([O:19][CH2:20][CH3:21])=[O:18])=[CH:14][N:13]=1)(=[O:8])[C:2]1[CH:7]=[CH:6][CH:5]=[CH:4][CH:3]=1. Procedure: A mixture of 9.14 g of 2-benzoyloxythioacetamide, 9 g of ethyl α-formyl-chloroacetate and 100 ml of dichloroethane was refluxed for 4 hours and after the addition of 4.5 g of ethyl β-formyl-chloroacetate, reflux was maintained for 2 hours. The mixture was cooled and was washed first with aqueous sodium carbonate and then water. The mixture was dried and the solvent was evaporated to obtain 14 g of raw product which was chromatographed over silica gel. Elution with a benzene-ethyl acetate mixture... The reactants are C(C=C)(=O)OCCCC (butyl acrylate), C(CCC)OC(C=O)OCCCC (dibutoxyethanal). Run in C(CCC)O (butanol). Yields the product C(CCC)OC(=O)C(=C)C(C(OCCCC)OCCCC)O (2-butoxycarbonyl-4,4-dibutoxy-3-hydroxy-1-butene). As a reaction SMILES: [C:1]([O:5][CH2:6][CH2:7][CH2:8][CH3:9])(=[O:4])[CH:2]=[CH2:3].[CH2:10]([O:14][CH:15]([O:18][CH2:19][CH2:20][CH2:21][CH3:22])[CH:16]=[O:17])[CH2:11][CH2:12][CH3:13]>C(O)CCC>[CH2:6]([O:5][C:1]([C:2]([CH:16]([OH:17])[CH:15]([O:14][CH2:10][CH2:11][CH2:12][CH3:13])[O:18][CH2:19][CH2:20][CH2:21][CH3:22])=[CH2:3])=[O:4])[CH2:7][CH2:8][CH3:9]. Reported procedure: 0.4 moles butyl acrylate and 70 g (0.355 mole) of 95.5% by weight dibutoxyethanal in butanol were reacted using the method of example 1 to form 2-butoxycarbonyl-4,4-dibutoxy-3-hydroxy-1-butene as a colourless liquid which distilled at 130° C. under 0.2 mbar.